Dataset: the Open Reaction Database (ORD), a public repository of structured organic reaction records. Task: describe an organic reaction: reactants, conditions, products, and yield The reactants are CC(C)C[Al+]CC(C)C, COC(=O)c1cn(-c2ncc(C(F)(F)F)cc2Cl)nc1C, Cl, [H-], C1CCOC1. Yields the product Cc1nn(-c2ncc(C(F)(F)F)cc2Cl)cc1C=O. Reaction SMILES: [CH2:23]([Al+:24][CH2:25][CH:26]([CH3:27])[CH3:28])[CH:29]([CH3:30])[CH3:31].[Cl:1][c:2]1[c:3](-[n:12]2[n:13][c:14]([CH3:21])[c:15]([C:17](=[O:18])[O:19][CH3:20])[cH:16]2)[n:4][cH:5][c:6]([C:8]([F:9])([F:10])[F:11])[cH:7]1.[ClH:32].[H-:22].[O:33]1[CH2:34][CH2:35][CH2:36][CH2:37]1>>[Cl:1][c:2]1[c:3](-[n:12]2[n:13][c:14]([CH3:21])[c:15]([CH:17]=[O:18])[cH:16]2)[n:4][cH:5][c:6]([C:8]([F:9])([F:10])[F:11])[cH:7]1. Starting materials: CCC(=O)Cl, COc1cc(N)ccc1-c1nnc(-c2c(-c3ccccc3)noc2C)o1, CN(C)c1ccncc1, CC(C)NC(C)C, C1CCOC1. RXN SMILES: [C:34]([CH2:35][CH3:36])(=[O:37])[Cl:38].[CH3:1][O:2][c:3]1[cH:4][c:5]([NH2:26])[cH:6][cH:7][c:8]1-[c:9]1[o:10][c:11](-[c:14]2[c:15](-[c:20]3[cH:21][cH:22][cH:23][cH:24][cH:25]3)[n:16][o:17][c:18]2[CH3:19])[n:12][n:13]1.[CH3:44][N:45]([CH3:46])[c:47]1[cH:48][cH:49][n:50][cH:51][cH:52]1.[CH:27]([NH:28][CH:29]([CH3:30])[CH3:31])([CH3:32])[CH3:33].[O:39]1[CH2:40][CH2:41][CH2:42][CH2:43]1>>[CH3:1][O:2][c:3]1[cH:4][c:5]([NH:26][C:34]([CH2:35][CH3:36])=[O:37])[cH:6][cH:7][c:8]1-[c:9]1[o:10][c:11](-[c:14]2[c:15](-[c:20]3[cH:21][cH:22][cH:23][cH:24][cH:25]3)[n:16][o:17][c:18]2[CH3:19])[n:12][n:13]1. Yields the product CCC(=O)Nc1ccc(-c2nnc(-c3c(-c4ccccc4)noc3C)o2)c(OC)c1. Starting materials: CC1=CC(CC(=O)C1)(C)C (β-isophorone), O=O (oxygen). The reagents and catalysts are CC(=O)CC(=O)C.CC(=O)CC(=O)C.CC(=O)CC(=O)C.[Cr].[Cr].[Cr].[Cr].[Cr].[Cr+6] (chromium (III) acetylacetonate). The solvent is N1=CC=CC=C1 (pyridine). Product: O=C1C(=CC(=O)CC1(C)C)C (Ketoisophorone). Reaction SMILES: [CH3:1][C:2]1[CH2:8][C:6](=[O:7])[CH2:5][C:4]([CH3:10])([CH3:9])[CH:3]=1.[O:11]=O>CC(CC(C)=O)=O.CC(CC(C)=O)=O.CC(CC(C)=O)=O.[Cr].[Cr].[Cr].[Cr].[Cr].[Cr+6].N1C=CC=CC=1>[O:11]=[C:3]1[C:4]([CH3:10])([CH3:9])[CH2:5][C:6](=[O:7])[CH:8]=[C:2]1[CH3:1] |f:2.3.4.5.6.7.8.9.10|. Procedure: 3,5 g. of chromium (III) acetylacetonate in 100 ml. of pyridine are treated with 69 g. of β-isophorone. The mixture is gassed with oxygen at 70° C. for 2 hours with intensive stirring and subsequently worked up by distillation. The conversion of β-isophorone used amounts to 49,6 g. corresponding to 72%. Ketoisophorone is obtained in a yield of 41 g. corresponding to 75%. Starting materials: ice, C(C1=CC=CC=C1)OC(NCC(NCC1=C(C=C(C=C1)NC(=O)NCCOC(C)=O)C(C1=C(C=CC=C1)F)=O)=O)=O (benzyl{[[2-(o-fluorobenzoyl)-4-[3-(2-acetoxyethyl)ureido]phenyl]methylcarbamoyl]methyl}carbamate), C(C)(=O)O (acetic acid), C[O-].[Na+] (sodium methylate). The solvent is CO (methanol). Conditions: time 1 hour. Product: C(C1=CC=CC=C1)OC(NCC(NCC1=C(C=C(C=C1)NC(=O)NCCO)C(C1=C(C=CC=C1)F)=O)=O)=O (benzyl{[[2-(o-fluorobenzoyl)-4-[3-(2-hydroxyethyl)ureido]phenyl]methylcarbamoyl]methyl}carbamate). RXN SMILES: [CH2:1]([O:8][C:9](=[O:41])[NH:10][CH2:11][C:12](=[O:40])[NH:13][CH2:14][C:15]1[CH:20]=[CH:19][C:18]([NH:21][C:22]([NH:24][CH2:25][CH2:26][O:27]C(=O)C)=[O:23])=[CH:17][C:16]=1[C:31](=[O:39])[C:32]1[CH:37]=[CH:36][CH:35]=[CH:34][C:33]=1[F:38])[C:2]1[CH:7]=[CH:6][CH:5]=[CH:4][CH:3]=1.C[O-].[Na+].C(O)(=O)C>CO>[CH2:1]([O:8][C:9](=[O:41])[NH:10][CH2:11][C:12](=[O:40])[NH:13][CH2:14][C:15]1[CH:20]=[CH:19][C:18]([NH:21][C:22]([NH:24][CH2:25][CH2:26][OH:27])=[O:23])=[CH:17][C:16]=1[C:31](=[O:39])[C:32]1[CH:37]=[CH:36][CH:35]=[CH:34][C:33]=1[F:38])[C:2]1[CH:7]=[CH:6][CH:5]=[CH:4][CH:3]=1 |f:1.2|. Procedure: 250 mg of benzyl{[[2-(o-fluorobenzoyl)-4-[3-(2-acetoxyethyl)ureido]phenyl]methylcarbamoyl]methyl}carbamate dissolved in 10 ml of absolute methanol are treated with 50 mg of sodium methylate, stirred at room temperature for 1 hour and buffered with a small amount of acetic acid. The mixture is poured on to ice/10% sodium bicarbonate and extracted with methylene chloride. The organic solution is dried over sodium sulphate, filtered and concentrated. After crystallisation from ether/ethanol, there ... Reactants: F[B-](F)(F)F, CCN(CC)C(=O)NC1CC2c3cccc4[nH]c(C)c(c34)CC2N(C)C1, CS[S+](C)C, ClCCl, N, O=C(O)C(F)(F)F. The product is CCN(CC)C(=O)NC1CC2c3cc(SC)cc4[nH]c(C)c(c34)CC2N(C)C1. As a reaction SMILES: [B-:27]([F:28])([F:29])([F:30])[F:31].[CH2:1]([CH3:2])[N:3]([C:4](=[O:5])[NH:6][CH:7]1[CH2:8][N:9]([CH3:24])[CH:10]2[CH2:11][c:12]3[c:13]([CH3:23])[nH:14][c:15]4[cH:16][cH:17][cH:18][c:19]([c:22]34)[CH:20]2[CH2:21]1)[CH2:25][CH3:26].[CH3:32][S+:33]([CH3:34])[S:35][CH3:36].[Cl:38][CH2:39][Cl:40].[NH3:37].[OH:41][C:42]([C:43]([F:44])([F:45])[F:46])=[O:47]>>[CH2:1]([CH3:2])[N:3]([C:4](=[O:5])[NH:6][CH:7]1[CH2:8][N:9]([CH3:24])[CH:10]2[CH2:11][c:12]3[c:13]([CH3:23])[nH:14][c:15]4[cH:16][c:17]([S:33][CH3:32])[cH:18][c:19]([c:22]34)[CH:20]2[CH2:21]1)[CH2:25][CH3:26]. Starting materials: [Si](C)(C)(C(C)(C)C)O[C@H](C(=O)O)COC(C)C ((S)-2-(tert-butyldimethylsilyloxy)-3-isopropoxypropanoic acid), CC1=NSC(=N1)N (3-methyl-1,2,4-thiadiazol-5-amine). The product is [Si](C)(C)(C(C)(C)C)O[C@H](C(=O)NC1=NC(=NS1)C)COC(C)C ((S)-2-(tert-butyldimethylsilyloxy)-3-isopropoxy-N-(3-methyl-1,2,4-thiadiazol-5-yl)propanamide). As a reaction SMILES: [Si:1]([O:8][C@@H:9]([CH2:13][O:14][CH:15]([CH3:17])[CH3:16])[C:10]([OH:12])=O)([C:4]([CH3:7])([CH3:6])[CH3:5])([CH3:3])[CH3:2].[CH3:18][C:19]1[N:23]=[C:22]([NH2:24])[S:21][N:20]=1>>[Si:1]([O:8][C@@H:9]([CH2:13][O:14][CH:15]([CH3:17])[CH3:16])[C:10]([NH:24][C:22]1[S:21][N:20]=[C:19]([CH3:18])[N:23]=1)=[O:12])([C:4]([CH3:5])([CH3:6])[CH3:7])([CH3:2])[CH3:3]. Reported procedure: C9a was prepared in an analogous fashion to C4d from (S)-2-(tert-butyldimethylsilyloxy)-3-isopropoxypropanoic acid C7c and 3-methyl-1,2,4-thiadiazol-5-amine. The reactants are SC=1N(C2=C(C=NC=3C=CC=CC23)N1)C (2-mercapto-1-methyl-1H-imidazo[4,5-c]quinoline), C(C1=CC=CC=C1)Cl (benzyl chloride). The product is C(C1=CC=CC=C1)SC=1N(C2=C(C=NC=3C=CC=CC23)N1)C (2-benzylthio-1-methyl-1H-imidazo[4,5-c]quinoline). Reaction SMILES: [SH:1][C:2]1[N:3]([CH3:15])[C:4]2[C:13]3[CH:12]=[CH:11][CH:10]=[CH:9][C:8]=3[N:7]=[CH:6][C:5]=2[N:14]=1.[CH2:16](Cl)[C:17]1[CH:22]=[CH:21][CH:20]=[CH:19][CH:18]=1>>[CH2:16]([S:1][C:2]1[N:3]([CH3:15])[C:4]2[C:13]3[CH:12]=[CH:11][CH:10]=[CH:9][C:8]=3[N:7]=[CH:6][C:5]=2[N:14]=1)[C:17]1[CH:22]=[CH:21][CH:20]=[CH:19][CH:18]=1. Reported procedure: Using the method of Example 162, 2-mercapto-1-methyl-1H-imidazo[4,5-c]quinoline (from Example 165 below) was reacted with benzyl chloride to provide 2-benzylthio-1-methyl-1H-imidazo[4,5-c]quinoline. Recrystallization first from isopropanol then from ethanol provided solid product, m.p. 160°-163° C. Analysis: Calculated for C18H15N3S: %C, 70.8; %H, 5.0; %N, 13.8. Found: %C, 70.3; %H, 4.7; %N, 13.7. The reactants are CCCCCCCCBr, C1=CC(OCc2ccccc2)=C2N=C3CCCCC3=C2C1. The product is CCCCCCCCC1C=CC(OCc2ccccc2)=C2N=C3CCCCC3=C21. Reaction SMILES: [Br:22][CH2:23][CH2:24][CH2:25][CH2:26][CH2:27][CH2:28][CH2:29][CH3:30].[c:1]1([CH2:7][O:8][C:9]2=[C:17]3[C:13](=[C:14]4[C:15](=[N:16]3)[CH2:18][CH2:19][CH2:20][CH2:21]4)[CH2:12][CH:11]=[CH:10]2)[cH:2][cH:3][cH:4][cH:5][cH:6]1>>[c:1]1([CH2:7][O:8][C:9]2=[C:17]3[C:13](=[C:14]4[C:15](=[N:16]3)[CH2:18][CH2:19][CH2:20][CH2:21]4)[CH:12]([CH2:23][CH2:24][CH2:25][CH2:26][CH2:27][CH2:28][CH2:29][CH3:30])[CH:11]=[CH:10]2)[cH:2][cH:3][cH:4][cH:5][cH:6]1. The reactants are Cc1ccc(Br)cc1, CCOC(C)=O, CCCCCC, NC1CCCCC1N, [Cu]I, [K+], [K+], [K+], C1COCCO1, O=P([O-])([O-])[O-], c1ccc2[nH]ccc2c1. Product: Cc1ccc(-n2ccc3ccccc32)cc1. Reaction SMILES: [Br:10][c:11]1[cH:12][cH:13][c:14]([CH3:17])[cH:15][cH:16]1.[C:36]([O:37][CH2:38][CH3:39])(=[O:40])[CH3:41].[CH3:42][CH2:43][CH2:44][CH2:45][CH2:46][CH3:47].[CH:26]1([NH2:27])[CH2:28][CH2:29][CH2:30][CH2:31][CH:32]1[NH2:33].[Cu:34][I:35].[K+:23].[K+:24].[K+:25].[O:48]1[CH2:49][CH2:50][O:51][CH2:52][CH2:53]1.[P:18]([O-:19])([O-:20])([O-:21])=[O:22].[nH:1]1[cH:2][cH:3][c:4]2[cH:5][cH:6][cH:7][cH:8][c:9]12>>[n:1]1(-[c:11]2[cH:12][cH:13][c:14]([CH3:17])[cH:15][cH:16]2)[cH:2][cH:3][c:4]2[cH:5][cH:6][cH:7][cH:8][c:9]12.